The task is: describe an organic reaction: reactants, conditions, products, and yield. This data is from the Open Reaction Database (ORD), a public repository of structured organic reaction records. Reactants: C1COCCN1, CC#N, Nc1nc(Cl)ccc1[N+](=O)[O-]. Product: Nc1nc(N2CCOCC2)ccc1[N+](=O)[O-]. Reaction SMILES: [CH2:12]1[CH2:13][O:14][CH2:15][CH2:16][NH:17]1.[CH3:18][C:19]#[N:20].[Cl:1][c:2]1[cH:3][cH:4][c:5]([N+:9](=[O:10])[O-:11])[c:6]([NH2:8])[n:7]1>>[c:2]1([N:17]2[CH2:12][CH2:13][O:14][CH2:15][CH2:16]2)[cH:3][cH:4][c:5]([N+:9](=[O:10])[O-:11])[c:6]([NH2:8])[n:7]1. The reactants are O=C1CCC(=O)N1Br, ClC(Cl)(Cl)Cl, C=CC(C)(C)C(=O)COc1ccc(Cl)cc1. Product: C=CC(C)(C)C(=O)C(Br)Oc1ccc(Cl)cc1. RXN SMILES: [Br:1][N:2]1[C:3](=[O:4])[CH2:5][CH2:6][C:7]1=[O:8].[Cl:25][C:26]([Cl:27])([Cl:28])[Cl:29].[Cl:9][c:10]1[cH:11][cH:12][c:13]([O:14][CH2:15][C:16]([C:17]([CH:18]=[CH2:19])([CH3:20])[CH3:21])=[O:22])[cH:23][cH:24]1>>[Br:1][CH:15]([O:14][c:13]1[cH:12][cH:11][c:10]([Cl:9])[cH:24][cH:23]1)[C:16]([C:17]([CH:18]=[CH2:19])([CH3:20])[CH3:21])=[O:22]. The reactants are BrC=1C=C(C=NC1)C=1C=C2CCC(N(C2=CC1)C)=O (6-(5-bromo-pyridin-3-yl)-1-methyl-3,4-dihydro-1H-quinolin-2-one), C(C)(C)(C)OC(=O)N1CCC(=CC1)B1OC(C(O1)(C)C)(C)C (4-(4,4,5,5-tetramethyl-[1,3,2]dioxaborolan-2-yl)-3,6-dihydro-2H-pyridine-1-carboxylic acid tert-butyl ester), CN1C(CCC2=CC(=CC=C12)B1OC(C(O1)(C)C)(C)C)=O (1-methyl-6-(4,4,5,5-tetramethyl-[1,3,2]dioxaborolan-2-yl)-3,4-dihydro-1H-quinolin-2-one), BrC=1C=NC=C(C1)Br (3,5-dibromo pyridine). Yields the product C(C)(C)(C)OC(=O)N1CCC(=CC1)C=1C=NC=C(C1)C=1C=C2CCC(N(C2=CC1)C)=O (5-(1-Methyl-2-oxo-1,2,3,4-tetrahydro-quinolin-6-yl)-3′,6′-dihydro-2′H-[3,4′]bipyridinyl-1′-carboxylic acid tert-butyl ester). As a reaction SMILES: Br[C:2]1[CH:3]=[C:4]([C:8]2[CH:9]=[C:10]3[C:15](=[CH:16][CH:17]=2)[N:14]([CH3:18])[C:13](=[O:19])[CH2:12][CH2:11]3)[CH:5]=[N:6][CH:7]=1.CN1C2C(=CC(B3OC(C)(C)C(C)(C)O3)=CC=2)CCC1=O.BrC1C=NC=C(Br)C=1.[C:49]([O:53][C:54]([N:56]1[CH2:61][CH:60]=[C:59](B2OC(C)(C)C(C)(C)O2)[CH2:58][CH2:57]1)=[O:55])([CH3:52])([CH3:51])[CH3:50]>>[C:49]([O:53][C:54]([N:56]1[CH2:57][CH:58]=[C:59]([C:2]2[CH:7]=[N:6][CH:5]=[C:4]([C:8]3[CH:9]=[C:10]4[C:15](=[CH:16][CH:17]=3)[N:14]([CH3:18])[C:13](=[O:19])[CH2:12][CH2:11]4)[CH:3]=2)[CH2:60][CH2:61]1)=[O:55])([CH3:52])([CH3:50])[CH3:51]. Reported procedure: In analogy to the procedure described for the preparation of example 45, 6-(5-bromo-pyridin-3-yl)-1-methyl-3,4-dihydro-1H-quinolin-2-one (prepared from 1-methyl-6-(4,4,5,5-tetramethyl-[1,3,2]dioxaborolan-2-yl)-3,4-dihydro-1H-quinolin-2-one (intermediate A-1) and 3,5-dibromo pyridine also with a procedure as used for the preparation of example 45) has been coupled to 4-(4,4,5,5-tetramethyl-[1,3,2]dioxaborolan-2-yl)-3,6-dihydro-2H-pyridine-1-carboxylic acid tert-butyl ester to give the title compo... As a reaction SMILES: [CH3:1][O:2][C:3]1[CH:4]=[C:5]([C:14]2[CH:23]=[CH:22][C:21]3[C:16](=[CH:17][C:18]([O:26]C)=[C:19]([O:24][CH3:25])[CH:20]=3)[C:15]=2[CH:28]=O)[C:6]([N+:11]([O-])=O)=[CH:7][C:8]=1[O:9][CH3:10]>C(Cl)(Cl)Cl>[CH2:25]1[O:26][C:18]2[C:19](=[CH:20][C:21]3[CH:22]=[CH:23][C:14]4[C:5]5[CH:4]=[C:3]([O:2][CH3:1])[C:8]([O:9][CH3:10])=[CH:7][C:6]=5[N:11]=[CH:28][C:15]=4[C:16]=3[CH:17]=2)[O:24]1. Procedure details: Using a procedure similar to that described in Example 1, except replacing the compound 17 used therein with compound 18, the title compound was prepared in 60% yield; mp >250° C.; IR (Nujol) 1680; UV (CHCl3) 285, 360, 380 nm (log ε=3.01, 2.21, 2.47); 1H NMR δ 4.10 (3H, s), 4.14 (3H, s), 6.15 (2H, s), 7.28 (1H, s), 7.68 (1H, s), 7.83 (1H, s), 7.97 (1H, d, J=9.2), 8.16 (1H, s), 8.28 (1H, d, J=9.2), 9.85 (1H, s); 13C NMR δ 56.7, 100.3, 102.1, 102.2, 106.1, 109.2, 118.4, 127.5, 128.9, 131.2, 131.7,... Product: C1OC2=CC3=C(C=4C=NC=5C=C(C(=CC5C4C=C3)OC)OC)C=C2O1 (2,3-Methylenedioxy-8,9-dimethoxybenzo[i]phenanthridine). Isolated yield 60.0%. Reactants: COC=1C=C(C(=CC1OC)[N+](=O)[O-])C1=C(C2=CC(=C(C=C2C=C1)OC)OC)C=O (2-(3,4-Dimethoxy-6-nitrophenyl)-6,7-dimethoxy-1-naphthaldehyde), compound 18. Solvent: C(Cl)(Cl)Cl (CHCl3).